Dataset: the Open Reaction Database (ORD), a public repository of structured organic reaction records. Task: describe an organic reaction: reactants, conditions, products, and yield Reactants: ClCCCBr, O=C([O-])[O-], CCC(C)=O, Oc1ccc(I)cc1, [K+], [K+]. Yields the product ClCCCOc1ccc(I)cc1. Reaction SMILES: [Br:15][CH2:16][CH2:17][CH2:18][Cl:19].[C:9](=[O:10])([O-:11])[O-:12].[CH3:20][C:21](=[O:22])[CH2:23][CH3:24].[I:1][c:2]1[cH:3][cH:4][c:5]([OH:8])[cH:6][cH:7]1.[K+:13].[K+:14]>>[I:1][c:2]1[cH:3][cH:4][c:5]([O:8][CH2:16][CH2:17][CH2:18][Cl:19])[cH:6][cH:7]1. Reactants: CC(=O)[O-], CC(=O)[O-], CCCCN(CCCC)CCCC, CC#N, O=CO, COC(=O)c1ccc(I)c(OC=C(C)c2ccc3c(c2)C(C)(C)CCC3(C)C)c1, [Pd+2]. Product: COC(=O)c1ccc2c(c1)OCC2(C)c1ccc2c(c1)C(C)(C)CCC2(C)C. Reaction SMILES: [C:49]([O-:50])(=[O:51])[CH3:52].[C:53]([O-:54])(=[O:55])[CH3:56].[CH3:1][CH2:2][CH2:3][CH2:4][N:5]([CH2:6][CH2:7][CH2:8][CH3:9])[CH2:10][CH2:11][CH2:12][CH3:13].[CH3:46][C:47]#[N:48].[CH:14]([OH:15])=[O:16].[I:17][c:18]1[c:19]([O:28][CH:29]=[C:30]([CH3:31])[c:32]2[cH:33][c:34]3[c:39]([cH:40][cH:41]2)[C:38]([CH3:42])([CH3:43])[CH2:37][CH2:36][C:35]3([CH3:44])[CH3:45])[cH:20][c:21]([C:22](=[O:23])[O:24][CH3:25])[cH:26][cH:27]1.[Pd+2:57]>>[c:18]12[c:19]([cH:20][c:21]([C:22](=[O:23])[O:24][CH3:25])[cH:26][cH:27]1)[O:28][CH2:29][C:30]2([CH3:31])[c:32]1[cH:33][c:34]2[c:39]([cH:40][cH:41]1)[C:38]([CH3:42])([CH3:43])[CH2:37][CH2:36][C:35]2([CH3:44])[CH3:45]. The reactants are CN, COC(=O)c1cc(Cl)cc(C)c1N, CC#N, O, OCCO. The product is CNC(=O)c1cc(Cl)cc(C)c1N. RXN SMILES: [CH3:18][NH2:19].[CH3:1][O:2][C:3]([c:4]1[c:5]([NH2:12])[c:6]([CH3:11])[cH:7][c:8]([Cl:10])[cH:9]1)=[O:13].[CH3:21][C:22]#[N:23].[OH2:20].[OH:14][CH2:15][CH2:16][OH:17]>>[O:2]=[C:3]([c:4]1[c:5]([NH2:12])[c:6]([CH3:11])[cH:7][c:8]([Cl:10])[cH:9]1)[NH:19][CH3:18]. Starting materials: [OH-].[Na+] (NaOH), [NH4+].[Cl-] (NH4Cl), [H-].[H-].[H-].[H-].[Li+].[Al+3] (LiAlH4), C(CCCC)C1(CCCCC1)C(=O)OC (Methyl 1-pentylcyclohexanecarboxylate). The solvent is O (H2O), CCOCC (ether), O (H2O). Reaction conditions: temperature 0 celsius, time 15 minute. The product is C(CCCC)C1(CCCCC1)CO ((1-Pentylcyclohexyl)methanol). Isolated yield 42.4%. Reaction SMILES: [H-].[H-].[H-].[H-].[Li+].[Al+3].[CH2:7]([C:12]1([C:18](OC)=[O:19])[CH2:17][CH2:16][CH2:15][CH2:14][CH2:13]1)[CH2:8][CH2:9][CH2:10][CH3:11].[OH-].[Na+].[NH4+].[Cl-]>CCOCC.O>[CH2:7]([C:12]1([CH2:18][OH:19])[CH2:13][CH2:14][CH2:15][CH2:16][CH2:17]1)[CH2:8][CH2:9][CH2:10][CH3:11] |f:0.1.2.3.4.5,7.8,9.10|. Procedure details: LiAlH4 (15 mL, 30 mmol, 2 M/THF) was added drop wise to a solution of 2-2 (1.773 g, 12.5 mmol) in ether (9 mL) at a rate to maintain a gentle reflux. The mixture was stirred further for 15 min. and then was cooled to 0° C. H2O (1 mL) was added followed by 3 M NaOH (1.2 mL) and more H2O (3 mL). The resulting mixture was allowed to warm to room temperature and after 1 h of stirring, 50 mL saturated NH4Cl solution was added. The mixture was extracted with dichloromethane (3×30 mL) and the combined ...